From a dataset of the Open Reaction Database (ORD), a public repository of structured organic reaction records. describe an organic reaction: reactants, conditions, products, and yield Starting materials: N#CBr (cyanogen bromide), C(C)C=1C=C(N)C=CC1 (m-ethylaniline). Solvent: CCOCC (Et2O), CCOCC (Et2O). Conditions: time 6 hour. Product: C(C)C=1C=C(C=CC1)NC#N (m-Ethylphenylcyanamide). Yield: 84.2%. As a reaction SMILES: [N:1]#[C:2]Br.[CH2:4]([C:6]1[CH:7]=[C:8]([CH:10]=[CH:11][CH:12]=1)[NH2:9])[CH3:5]>CCOCC>[CH2:4]([C:6]1[CH:7]=[C:8]([NH:9][C:2]#[N:1])[CH:10]=[CH:11][CH:12]=1)[CH3:5]. Procedure details: A solution of cyanogen bromide (3.31 g, 31.26 mmol) in Et2O (25 ml) was added slowly to a stirred solution of m-ethylaniline (6.06 g, 50 mmol) in Et2O (50 ml) and continued stirring at room temperature for 6 hours. A white precipitate of m-ethylaniline hydrobromide (4.46 g) was filtered off, and the filtrate was washed with H2O (2×20 ml). Evaporation of ether layer afforded the title compound (3.85 g, 96.5%) as a thick liquid. The reactants are CC(C)(C)[Si](C)(C)Cl, ClCCl, CCOCC, C=CC1OC(C)(C)OC1C(O)CC#N, c1c[nH]cn1. The product is C=CC1OC(C)(C)OC1C(CC#N)O[Si](C)(C)C(C)(C)C. As a reaction SMILES: [C:1]([CH3:2])([CH3:3])([CH3:4])[Si:5]([CH3:6])([CH3:7])[Cl:8].[CH2:28]([Cl:29])[Cl:30].[CH3:31][CH2:32][O:33][CH2:34][CH3:35].[CH3:9][C:10]1([CH3:22])[O:11][CH:12]([CH:13]([CH2:14][C:15]#[N:16])[OH:17])[CH:18]([CH:19]=[CH2:20])[O:21]1.[nH:23]1[cH:24][cH:25][n:26][cH:27]1>>[C:1]([CH3:2])([CH3:3])([CH3:4])[Si:5]([CH3:6])([CH3:7])[O:17][CH:13]([CH:12]1[O:11][C:10]([CH3:9])([CH3:22])[O:21][CH:18]1[CH:19]=[CH2:20])[CH2:14][C:15]#[N:16].